This data is from the Open Reaction Database (ORD), a public repository of structured organic reaction records. The task is: describe an organic reaction: reactants, conditions, products, and yield Reactants: [Al+3], [H-], [H-], [H-], [H-], [H-], [Li+], NC(=O)COc1cccc(N)c1, O. Yields the product NCCOc1cccc(N)c1. As a reaction SMILES: [Al+3:14].[H-:13].[H-:16].[H-:17].[H-:18].[H-:19].[Li+:15].[NH2:1][c:2]1[cH:3][c:4]([O:5][CH2:6][C:7](=[O:8])[NH2:9])[cH:10][cH:11][cH:12]1.[OH2:20]>>[NH2:1][c:2]1[cH:3][c:4]([O:5][CH2:6][CH2:7][NH2:9])[cH:10][cH:11][cH:12]1. Starting materials: NC1=C(C(C(=CC1=NC1=C(C=C(C=C1)N)C)C)=O)Cl (3-amino-4-[(4-amino-2-methylphenyl)imino]-2-chloro-6-methylcyclohexa-2,5-dien-1-one), NC1=C(C(C(=CC1=NC1=CC(=C(C=C1)N)C)C)=O)Cl (3-amino-4-[(4-amino-3-methylphenyl)imino]-2-chloro-6-methylcyclohexa-2,5-dien-1-one), S(=O)([O-])S(=O)[O-].[Na+].[Na+] (sodium hydrosulphite). Solvent: CO (methanol), [OH-].[Na+] (sodium hydroxide). The product is NC=1C(=C(C(=CC1NC1=C(C=C(C=C1)N)C)C)O)Cl.NC=1C(=C(C(=CC1NC1=CC(=C(C=C1)N)C)C)O)Cl (3-amino-4-[(4-amino-2-methylphenyl)amino]-2-chloro-6-methylphenol 3-amino-4-[(4-amino-3-methylphenyl)amino]-2-chloro-6-methylphenol). Reaction SMILES: [NH2:1][C:2]1[C:7](=[N:8][C:9]2[CH:14]=[CH:13][C:12]([NH2:15])=[CH:11][C:10]=2[CH3:16])[CH:6]=[C:5]([CH3:17])[C:4](=[O:18])[C:3]=1[Cl:19].[NH2:20][C:21]1[C:26](=[N:27][C:28]2[CH:33]=[CH:32][C:31]([NH2:34])=[C:30]([CH3:35])[CH:29]=2)[CH:25]=[C:24]([CH3:36])[C:23](=[O:37])[C:22]=1[Cl:38].S(S([O-])=O)([O-])=O.[Na+].[Na+]>CO.[OH-].[Na+]>[NH2:1][C:2]1[C:3]([Cl:19])=[C:4]([OH:18])[C:5]([CH3:17])=[CH:6][C:7]=1[NH:8][C:9]1[CH:14]=[CH:13][C:12]([NH2:15])=[CH:11][C:10]=1[CH3:16].[NH2:20][C:21]1[C:22]([Cl:38])=[C:23]([OH:37])[C:24]([CH3:36])=[CH:25][C:26]=1[NH:27][C:28]1[CH:33]=[CH:32][C:31]([NH2:34])=[C:30]([CH3:35])[CH:29]=1 |f:2.3.4,6.7,8.9|. Reported procedure: 10 mg (0.04 mol) of 3-amino-4-[(4-amino-2-methylphenyl)imino]-2-chloro-6-methylcyclohexa-2,5-dien-1-one and 3-amino-4-[(4-amino-3-methylphenyl)imino]-2-chloro-6-methylcyclohexa-2,5-dien-1-one are added to a solution comprising 16 mg of sodium hydrosulphite in 500 μl of methanol and 5 μl of an aqueous sodium hydroxide solution. The reaction medium is stirred and then the solution is treated according to the usual procedure and characterized. 3-Amino-4-[(4-amino-2-methylphenyl)amino]-2-chloro-6-me...